Dataset: the Open Reaction Database (ORD), a public repository of structured organic reaction records. Task: describe an organic reaction: reactants, conditions, products, and yield The reactants are COC(=O)c1cccc2c1SC(c1ccc(OC)cc1)C(O)C(=O)N2CCN(C)C, CC(=O)Cl, ClCCl, c1ccncc1. Product: COC(=O)c1cccc2c1SC(c1ccc(OC)cc1)C(OC(C)=O)C(=O)N2CCN(C)C. RXN SMILES: [CH3:1][N:2]([CH2:3][CH2:4][N:5]1[c:6]2[c:7]([c:22]([C:26](=[O:27])[O:28][CH3:29])[cH:23][cH:24][cH:25]2)[S:8][CH:9]([c:14]2[cH:15][cH:16][c:17]([O:20][CH3:21])[cH:18][cH:19]2)[CH:10]([OH:13])[C:11]1=[O:12])[CH3:30].[CH3:37][C:38]([Cl:39])=[O:40].[Cl:41][CH2:42][Cl:43].[cH:31]1[cH:32][cH:33][n:34][cH:35][cH:36]1>>[CH3:1][N:2]([CH2:3][CH2:4][N:5]1[c:6]2[c:7]([c:22]([C:26](=[O:27])[O:28][CH3:29])[cH:23][cH:24][cH:25]2)[S:8][CH:9]([c:14]2[cH:15][cH:16][c:17]([O:20][CH3:21])[cH:18][cH:19]2)[CH:10]([O:13][C:38]([CH3:37])=[O:40])[C:11]1=[O:12])[CH3:30].